This data is from the Open Reaction Database (ORD), a public repository of structured organic reaction records. The task is: describe an organic reaction: reactants, conditions, products, and yield The reactants are CN(CCC(C)(C)NC(OCC1=CC=CC=C1)=O)C (benzyl 4-(dimethylamino)-2-methylbutan-2-ylcarbamate), COCCOCCOCCOC1=C(C=CC(=C1)S(=O)(=O)[O-])C ([2-[2-(2-methoxyethoxy)ethoxy]ethoxy]p-toluenesulfonate). Reaction conditions: temperature 45 celsius, time 8 hour. Yields the product CC1=CC=C(C=C1)S(=O)(=O)[O-].C(C1=CC=CC=C1)OC(=O)NC(CC[N+](C)(C)CCOCCOCCOC)(C)C (3-(((Benzyloxy)carbonyl)amino)-N-(2-(2-(2-methoxyethoxy)ethoxy)ethyl)-N,N,3-trimethylbutan-1-aminium 4-methylbenzenesulfonate). The yield is 115.0%. Reaction SMILES: [CH3:1][N:2]([CH3:19])[CH2:3][CH2:4][C:5]([NH:8][C:9](=[O:18])[O:10][CH2:11][C:12]1[CH:17]=[CH:16][CH:15]=[CH:14][CH:13]=1)([CH3:7])[CH3:6].CO[CH2:22][CH2:23][O:24][CH2:25][CH2:26][O:27][CH2:28][CH2:29][O:30][C:31]1[CH:36]=[C:35]([S:37]([O-:40])(=[O:39])=[O:38])[CH:34]=[CH:33][C:32]=1[CH3:41]>>[CH3:41][C:32]1[CH:33]=[CH:34][C:35]([S:37]([O-:40])(=[O:39])=[O:38])=[CH:36][CH:31]=1.[CH2:11]([O:10][C:9]([NH:8][C:5]([CH3:7])([CH3:6])[CH2:4][CH2:3][N+:2]([CH2:22][CH2:23][O:24][CH2:25][CH2:26][O:27][CH2:28][CH2:29][O:30][CH3:31])([CH3:1])[CH3:19])=[O:18])[C:12]1[CH:17]=[CH:16][CH:15]=[CH:14][CH:13]=1 |f:2.3|. Procedure details: A mixture of benzyl 4-(dimethylamino)-2-methylbutan-2-ylcarbamate (0.54 g, 2 mmol) and [2-[2-(2-methoxyethoxy)ethoxy]ethoxy]p-toluenesulfonate (1.3 g, 4 mmol) was stirred overnight at 45° C. The crude reaction mixture was directly purified by reverse phase HPLC eluting from a C18 column with a gradient of 5 to 95% acetonitrile in water (with 0.01% acetic acid) to give a clear oil (0.95 g, 2.3 mmol). 1H NMR (D2O, 400 MHz) δ 1.18 (s, 6H), 2.05 (br m, 2H), 2.29 (s, 3H), 2.86 (s, 6H), 3.17-3.21 (m, ... Reactants: CN(C)CC1=CC2=C(CN(CCC2)CCCCCCC2=CC=CC=C2)O1 (N,N-Dimethyl-[7-(6-phenylhexyl)-5,6,7,8-tetrahydro-4H-furo[2,3-c]azepin-2-ylmethyl]amine), Cl (hydrogen chloride). Solvent: CO (methanol), CO (methanol). The product is Cl.Cl.CN(C)CC1=CC2=C(CN(CCC2)CCCCCCC2=CC=CC=C2)O1 (N,N-dimethyl-[7-(6-phenylhexyl)-5,6,7,8-tetrahydro-4H-furo[2,3-c]azepin-2-ylmethyl]amine dihydro-chloride). RXN SMILES: [CH3:1][N:2]([CH2:4][C:5]1[O:26][C:8]2[CH2:9][N:10]([CH2:14][CH2:15][CH2:16][CH2:17][CH2:18][CH2:19][C:20]3[CH:25]=[CH:24][CH:23]=[CH:22][CH:21]=3)[CH2:11][CH2:12][CH2:13][C:7]=2[CH:6]=1)[CH3:3].[ClH:27]>CO>[ClH:27].[ClH:27].[CH3:1][N:2]([CH2:4][C:5]1[O:26][C:8]2[CH2:9][N:10]([CH2:14][CH2:15][CH2:16][CH2:17][CH2:18][CH2:19][C:20]3[CH:21]=[CH:22][CH:23]=[CH:24][CH:25]=3)[CH2:11][CH2:12][CH2:13][C:7]=2[CH:6]=1)[CH3:3] |f:3.4.5|. Procedure: N,N-Dimethyl-[7-(6-phenylhexyl)-5,6,7,8-tetrahydro-4H-furo[2,3-c]azepin-2-ylmethyl]amine 0.739 g was dissolved in 2 ml of methanol; hydrogen chloride in methanol was added in excess, followed by stirring. This mixture was concentrated to yield the desired product.